This data is from the Open Reaction Database (ORD), a public repository of structured organic reaction records. The task is: describe an organic reaction: reactants, conditions, products, and yield Reactants: CON, Cl, O=C1CCc2cc(N3CCCCC3)ccc21, c1ccncc1. Product: CON=C1CCc2cc(N3CCCCC3)ccc21. RXN SMILES: [CH3:18][O:19][NH2:20].[ClH:17].[N:1]1([c:7]2[cH:8][c:9]3[c:13]([cH:14][cH:15]2)[C:12](=[O:16])[CH2:11][CH2:10]3)[CH2:2][CH2:3][CH2:4][CH2:5][CH2:6]1.[cH:21]1[cH:22][cH:23][n:24][cH:25][cH:26]1>>[N:1]1([c:7]2[cH:8][c:9]3[c:13]([cH:14][cH:15]2)[C:12](=[N:20][O:19][CH3:18])[CH2:11][CH2:10]3)[CH2:2][CH2:3][CH2:4][CH2:5][CH2:6]1.